From a dataset of the Open Reaction Database (ORD), a public repository of structured organic reaction records. describe an organic reaction: reactants, conditions, products, and yield Starting materials: O (water), COC1=CC=C(C=O)C=C1 (4-methoxybenzaldehyde), CN(C)CC1=CC=C(\C=N\C2=C3COC(C3=CC=C2)=O)C=C1 ((E)-4-(4-((dimethylamino)methyl)benzylideneamino)isobenzofuran-1(3H)-one), C[O-].[Na+] (sodium methanolate), C(CC)(=O)OCC (ethyl propionate). Run at temperature 25 celsius, time 4 hour. Product: CN(C)CC1=CC=C(C=C1)C1NC=2C=CC=C(C2C(C1C1=CC=C(C=C1)OC)=O)C(=O)OCC (Ethyl 2-(4-((dimethylamino)methyl)phenyl)-3-(4-methoxyphenyl)-4-oxo-1,2,3,4-tetrahydroquinoline-5-carboxylate). Reaction SMILES: [CH3:1][O:2][C:3]1[CH:10]=[CH:9][C:6]([CH:7]=O)=[CH:5][CH:4]=1.[CH3:11][N:12]([CH2:14][C:15]1[CH:32]=[CH:31][C:18](/[CH:19]=[N:20]/[C:21]2[CH:29]=[CH:28]C=C3[C:22]=2[CH2:23][O:24]C3=O)=[CH:17][CH:16]=1)[CH3:13].C[O-].[Na+].O.[C:37]([O:41][CH2:42][CH3:43])(=[O:40])[CH2:38][CH3:39]>>[CH3:11][N:12]([CH2:14][C:15]1[CH:32]=[CH:31][C:18]([CH:19]2[CH:7]([C:6]3[CH:9]=[CH:10][C:3]([O:2][CH3:1])=[CH:4][CH:5]=3)[C:23](=[O:24])[C:22]3[C:38]([C:37]([O:41][CH2:42][CH3:43])=[O:40])=[CH:39][CH:28]=[CH:29][C:21]=3[NH:20]2)=[CH:17][CH:16]=1)[CH3:13] |f:2.3|. Procedure details: To a solution of 4-methoxybenzaldehyde (231 mg, 1.7 mmol) and (E)-4-(4-((dimethylamino)methyl)benzylideneamino)isobenzofuran-1(3H)-one (500 mg, 1.7 mmol) in ethyl propionate (30 mL) was added sodium methanolate (120 mg, 5.2 mmol) and the mixture was stirred at 25° C. for 4 h. Then the resulting mixture was added water (10 mL) and evaporated under reduced pressure, extracted with EtOAc (4×100 ml), and concentrated to dryness. A crude product was obtained (250 mg) and was used for next step reacti... The reactants are CC(C)(C)OC(=O)NCCc1cccc(OCc2ccccc2)c1, CCO. Product: CC(C)(C)OC(=O)NCCc1cccc(O)c1. As a reaction SMILES: [C:1]([CH3:2])([CH3:3])([CH3:4])[O:5][C:6]([NH:7][CH2:8][CH2:9][c:10]1[cH:11][c:12]([O:16][CH2:17][c:18]2[cH:19][cH:20][cH:21][cH:22][cH:23]2)[cH:13][cH:14][cH:15]1)=[O:24].[CH3:25][CH2:26][OH:27]>>[C:1]([CH3:2])([CH3:3])([CH3:4])[O:5][C:6]([NH:7][CH2:8][CH2:9][c:10]1[cH:11][c:12]([OH:16])[cH:13][cH:14][cH:15]1)=[O:24]. Starting materials: CCOC(C)=O, ClCCl, CC(C)(C)OC(=O)COc1cccc(N)c1, Cc1nc(NC(=N)N)sc1C(=O)O. Product: Cc1nc(NC(=N)N)sc1C(=O)Nc1cccc(OCC(=O)OC(C)(C)C)c1. Reaction SMILES: [C:30]([O:31][CH2:32][CH3:33])(=[O:34])[CH3:35].[CH2:36]([Cl:37])[Cl:38].[NH2:14][c:15]1[cH:16][c:17]([O:18][CH2:19][C:20](=[O:21])[O:22][C:23]([CH3:24])([CH3:25])[CH3:26])[cH:27][cH:28][cH:29]1.[NH:1]([C:2](=[NH:3])[NH2:4])[c:5]1[s:6][c:7]([C:11](=[O:12])[OH:13])[c:8]([CH3:10])[n:9]1>>[NH:1]([C:2](=[NH:3])[NH2:4])[c:5]1[s:6][c:7]([C:11](=[O:13])[NH:14][c:15]2[cH:16][c:17]([O:18][CH2:19][C:20](=[O:21])[O:22][C:23]([CH3:24])([CH3:25])[CH3:26])[cH:27][cH:28][cH:29]2)[c:8]([CH3:10])[n:9]1. Starting materials: N[C@@H](C(C)C)P(O)(O)=O ((R)-(1-amino-2-methylpropyl)phosphonic acid), ClC1=CC=C(C=C1)C1=CC=C(C=C1)S(=O)(=O)Cl (4-chlorobiphenyl-4′-sulfonyl chloride). The solvent is [OH-].[Na+] (NaOH), O1CCCC1 (tetrahydrofuran). Conditions: temperature 22 celsius, time 8 hour. Yields the product ClC1=CC=C(C=C1)C1=CC=C(C=C1)S(=O)(=O)N[C@@H](C(C)C)P(O)(O)=O ((R)-[1-(4′-Chlorobiphenyl-4-sulfonylamino)2-methylpropyl]-phosphonic Acid). Reaction SMILES: [NH2:1][C@H:2]([P:6](=[O:9])([OH:8])[OH:7])[CH:3]([CH3:5])[CH3:4].[Cl:10][C:11]1[CH:16]=[CH:15][C:14]([C:17]2[CH:22]=[CH:21][C:20]([S:23](Cl)(=[O:25])=[O:24])=[CH:19][CH:18]=2)=[CH:13][CH:12]=1>[OH-].[Na+].O1CCCC1>[Cl:10][C:11]1[CH:16]=[CH:15][C:14]([C:17]2[CH:22]=[CH:21][C:20]([S:23]([NH:1][C@H:2]([P:6](=[O:8])([OH:7])[OH:9])[CH:3]([CH3:5])[CH3:4])(=[O:25])=[O:24])=[CH:19][CH:18]=2)=[CH:13][CH:12]=1 |f:2.3|. Reported procedure: 250 mg (1.6 mmol) of (R)-(1-amino-2-methylpropyl)phosphonic acid were dissolved in 6 ml of a 1 M NaOH and 6 ml of tetrahydrofuran. 560 mg (1.96 mmol) of 4-chlorobiphenyl-4′-sulfonyl chloride were then added and the mixture was stirred at 22° C. overnight. The reaction mixture was concentrated, acidified with 2 M HCl and extracted with ethyl acetate. The 4-chlorobiphenyl-4′-sulfonic acid resulting as a by-product precipitated and was separated off. After drying and concentrating the ethyl acetate... Starting materials: C=CCCC(=O)Cl, C=CCCC(=O)O, COC(=O)c1cccc(N)c1, ClCCl, O=S(Cl)Cl, c1ccncc1. The product is C=CCCC(=O)Nc1cccc(C(=O)OC)c1. As a reaction SMILES: [C:12]([CH2:13][CH2:14][CH:15]=[CH2:16])(=[O:17])[Cl:18].[C:19]([OH:20])(=[O:21])[CH2:22][CH2:23][CH:24]=[CH2:25].[CH3:1][O:2][C:3]([c:4]1[cH:5][c:6]([NH2:10])[cH:7][cH:8][cH:9]1)=[O:11].[Cl:30][CH2:31][Cl:32].[S:26]([Cl:27])([Cl:28])=[O:29].[cH:33]1[cH:34][cH:35][n:36][cH:37][cH:38]1>>[CH3:1][O:2][C:3]([c:4]1[cH:5][c:6]([NH:10][C:12]([CH2:13][CH2:14][CH:15]=[CH2:16])=[O:17])[cH:7][cH:8][cH:9]1)=[O:11]. Starting materials: BrCC(CCCCCCCC1=CC=CC=C1)=O (1-Bromo-9-phenylnonan-2-one), BrCCCCCC(=O)Cl (6-bromohexanoyl chloride), [Cl-].[Al+3].[Cl-].[Cl-] (aluminium chloride), ice water, C(C)[SiH](CC)CC (Triethylsilane), C1=CC=CC=C1 (Benzene). Solvent: ClCCl (dichloromethane), ClCCl (dichloromethane), ClCCl (dichloromethane). Run at time 30 minute. Product: BrCCCCCCC1=CC=CC=C1 (6-bromo-1-phenylhexane). The yield is 33.0%. RXN SMILES: BrCC(=O)C[CH2:5][CH2:6][CH2:7][CH2:8][CH2:9][CH2:10][C:11]1[CH:16]=[CH:15][CH:14]=[CH:13][CH:12]=1.[Br:18]CCCCCC(Cl)=O.[Cl-].[Al+3].[Cl-].[Cl-].C1C=CC=CC=1.C([SiH](CC)CC)C>ClCCl>[Br:18][CH2:5][CH2:6][CH2:7][CH2:8][CH2:9][CH2:10][C:11]1[CH:16]=[CH:15][CH:14]=[CH:13][CH:12]=1 |f:2.3.4.5|. Procedure details: 1-Bromo-9-phenylnonan-2-one--A solution of 6-bromohexanoyl chloride (49.7 g, 0.233mol) in dry dichloromethane (40 ml) was added dropwise over 5 minutes to a suspension of aluminium chloride (31.0 g, 0.233 mol) in dry dichloromethane (100 ml), keeping the temperature between 20° C.-23° C. The mixture was stirred for 30 minutes at room temperature to give a yellow solution. Benzene (18.2 g, 0.233 mol) in dry dichloromethane (30 ml) was added and stirred for 20 hours at room temperature. Triethylsi... The reactants are CC(=O)c1ccc(OCCCBr)cc1, O=C1NC(=O)c2ccccc21, CN(C)C=O, [K], O. Yields the product CC(=O)c1ccc(OCCCN2C(=O)c3ccccc3C2=O)cc1. Reaction SMILES: [Br:1][CH2:2][CH2:3][CH2:4][O:5][c:6]1[cH:7][cH:8][c:9]([C:12]([CH3:13])=[O:14])[cH:10][cH:11]1.[C:15]1(=[O:25])[c:16]2[c:17]([cH:21][cH:22][cH:23][cH:24]2)[C:18](=[O:20])[NH:19]1.[CH3:28][N:29]([CH3:30])[CH:31]=[O:32].[K:26].[OH2:27]>>[CH2:2]([CH2:3][CH2:4][O:5][c:6]1[cH:7][cH:8][c:9]([C:12]([CH3:13])=[O:14])[cH:10][cH:11]1)[N:19]1[C:15](=[O:25])[c:16]2[c:17]([cH:21][cH:22][cH:23][cH:24]2)[C:18]1=[O:20]. Reactants: NC=1C(=CC(=NC1)NCCN1CCOCC1)N[C@H]1CC[C@H](CC1)C(=O)NC(C)C (cis-4-(5-amino-2-(2-morpholinoethylamino)pyridin-4-ylamino)-N-isopropylcyclohexanecarboxamide), FC1=CC=C(C(=O)/N=C\2/N(C3=C(C=NC(=C3)OCCOC)N2)[C@@H]2CC[C@@H](CC2)C(NC(C)C)=O)C=C1 ((E)-4-fluoro-N-(1-(cis-4-(isopropylcarbamoyl)cyclohexyl)-6-(2-methoxyethoxy)-1H-imidazo[4,5-c]pyridin-2(3H)-ylidene)benzamide). Yields the product FC1=CC=C(C(=O)/N=C\2/N(C3=C(C=NC(=C3)NCCN3CCOCC3)N2)[C@@H]2CC[C@@H](CC2)C(NC(C)C)=O)C=C1 ((E)-4-Fluoro-N-(1-(cis-4-(isopropylcarbamoyl)cyclohexyl)-6-(2-morpholinoethylamino)-1H-imidazo[4,5-c]pyridin-2(3H)-ylidene)benzamide), solid. Yield: 23.0%. As a reaction SMILES: [NH2:1][C:2]1[C:3]([NH:17][C@@H:18]2[CH2:23][CH2:22][C@H:21]([C:24]([NH:26][CH:27]([CH3:29])[CH3:28])=[O:25])[CH2:20][CH2:19]2)=[CH:4][C:5]([NH:8][CH2:9][CH2:10][N:11]2[CH2:16][CH2:15][O:14][CH2:13][CH2:12]2)=[N:6][CH:7]=1.[F:30][C:31]1[CH:65]=[CH:64][C:34]([C:35](/[N:37]=[C:38]2/N([C@H]3CC[C@@H](C(=O)NC(C)C)CC3)C3C=C(OCCOC)N=CC=3N/2)=[O:36])=[CH:33][CH:32]=1>>[F:30][C:31]1[CH:32]=[CH:33][C:34]([C:35](/[N:37]=[C:38]2/[N:17]([C@H:18]3[CH2:23][CH2:22][C@@H:21]([C:24](=[O:25])[NH:26][CH:27]([CH3:29])[CH3:28])[CH2:20][CH2:19]3)[C:3]3[CH:4]=[C:5]([NH:8][CH2:9][CH2:10][N:11]4[CH2:16][CH2:15][O:14][CH2:13][CH2:12]4)[N:6]=[CH:7][C:2]=3[NH:1]/2)=[O:36])=[CH:64][CH:65]=1. Procedure: The title compound was prepared from cis-4-(5-amino-2-(2-morpholinoethylamino)pyridin-4-ylamino)-N-isopropylcyclohexanecarboxamide using a procedure analogous to that used to prepare (E)-4-fluoro-N-(1-(cis-4-(isopropylcarbamoyl)cyclohexyl)-6-(2-methoxyethoxy)-1H-imidazo[4,5-c]pyridin-2(3H)-ylidene)benzamide. Isolated as an off-white solid (23 mg, 23% yield). M/Z calc'd for C29H38FN7O3: 551.66. found 552 [M+H]. Starting materials: C(C)(C)(C)OC(=O)N1[C@H]([C@H](CCC1)N(C(=O)OC(C)(C)C)CC1=CC(=CC=2C=COC21)Br)C2=CC=CC=C2 (cis-3-[(5-bromobenzofuran-7-ylmethyl)tert-butoxycarbonyl-amino]-2-phenyl-piperidine-1-carboxylic acid tert-butyl ester), C(CCC)[Sn](C1=NC=CC=C1)(CCCC)CCCC (2-tributylstannanyl-pyridine). Yields the product C(C)(C)(C)OC(=O)N1[C@H]([C@H](CCC1)N(C(=O)OC(C)(C)C)CC1=CC(=CC=2C=COC21)C2=NC=CC=C2)C2=CC=CC=C2 (cis-2-Phenyl-3-[(5-pyridin-2-yl-benzofuran-7-ylmethyl)tert-butoxycarbonyl-amino]-piperidine-1-carboxylic acid tert-butyl ester). RXN SMILES: [C:1]([O:5][C:6]([N:8]1[CH2:13][CH2:12][CH2:11][C@H:10]([N:14]([CH2:22][C:23]2[C:31]3[O:30][CH:29]=[CH:28][C:27]=3[CH:26]=[C:25](Br)[CH:24]=2)[C:15]([O:17][C:18]([CH3:21])([CH3:20])[CH3:19])=[O:16])[C@@H:9]1[C:33]1[CH:38]=[CH:37][CH:36]=[CH:35][CH:34]=1)=[O:7])([CH3:4])([CH3:3])[CH3:2].C([Sn](CCCC)(CCCC)[C:44]1[CH:49]=[CH:48][CH:47]=[CH:46][N:45]=1)CCC>>[C:1]([O:5][C:6]([N:8]1[CH2:13][CH2:12][CH2:11][C@H:10]([N:14]([CH2:22][C:23]2[C:31]3[O:30][CH:29]=[CH:28][C:27]=3[CH:26]=[C:25]([C:44]3[CH:49]=[CH:48][CH:47]=[CH:46][N:45]=3)[CH:24]=2)[C:15]([O:17][C:18]([CH3:21])([CH3:20])[CH3:19])=[O:16])[C@@H:9]1[C:33]1[CH:38]=[CH:37][CH:36]=[CH:35][CH:34]=1)=[O:7])([CH3:4])([CH3:3])[CH3:2]. Procedure details: From cis-3-[(5-bromobenzofuran-7-ylmethyl)tert-butoxycarbonyl-amino]-2-phenyl-piperidine-1-carboxylic acid tert-butyl ester (409 mg) and 2-tributylstannanyl-pyridine (339 mg).